From a dataset of the Open Reaction Database (ORD), a public repository of structured organic reaction records. describe an organic reaction: reactants, conditions, products, and yield Reactants: solution, C[Si]([N-][Si](C)(C)C)(C)C.[Li+] (lithium hexamethyldisilazide), C(C=C)Br (Allyl bromide), C(C)(C)(C)OC(=O)[C@@]1(CN(C(C1)=O)[C@H](C)C1=CC=CC=C1)CC=C ((3S)-3-allyl-5-oxo-1-[(1R)-1-phenylethyl]pyrrolidine-3-carboxylic acid tert-butyl ester), [Cl-].[NH4+] (ammonium chloride). The solvent is O1CCCC1 (tetrahydrofuran), O1CCCC1 (tetrahydrofuran), O (water). Yields the product C(C)(C)(C)OC(=O)[C@@]1(CN(C([C@@H]1CC=C)=O)[C@H](C)C1=CC=CC=C1)CC=C ((3S,4R)-3,4-Diallyl-5-oxo-1-[(1R)-1-phenylethyl]pyrrolidine-3-carboxylic acid tert-butyl ester). The yield is 44.4%. RXN SMILES: [CH2:1](Br)[CH:2]=[CH2:3].[C:5]([O:9][C:10]([C@@:12]1([CH2:26][CH:27]=[CH2:28])[CH2:16][C:15](=[O:17])[N:14]([C@@H:18]([C:20]2[CH:25]=[CH:24][CH:23]=[CH:22][CH:21]=2)[CH3:19])[CH2:13]1)=[O:11])([CH3:8])([CH3:7])[CH3:6].C[Si](C)(C)[N-][Si](C)(C)C.[Li+].[Cl-].[NH4+]>O1CCCC1.O>[C:5]([O:9][C:10]([C@@:12]1([CH2:26][CH:27]=[CH2:28])[C@@H:16]([CH2:3][CH:2]=[CH2:1])[C:15](=[O:17])[N:14]([C@@H:18]([C:20]2[CH:21]=[CH:22][CH:23]=[CH:24][CH:25]=2)[CH3:19])[CH2:13]1)=[O:11])([CH3:8])([CH3:7])[CH3:6] |f:2.3,4.5|. Procedure details: Allyl bromide (1.36 mL, 16.1 mmol) was added to a solution of (3S)-3-allyl-5-oxo-1-[(1R)-1-phenylethyl]pyrrolidine-3-carboxylic acid tert-butyl ester (4.05 g, 12.3 mmol) in tetrahydrofuran (41.0 mL) with stirring under salt ice cooling. A 1 M solution of lithium hexamethyldisilazide in tetrahydrofuran (16.0 mL, 16.0 mmol) was added dropwise with stirring under salt ice cooling, and the mixture was stirred under salt ice cooling for 15 minutes. A saturated ammonium chloride solution (40 mL) and w...